Dataset: the Open Reaction Database (ORD), a public repository of structured organic reaction records. Task: describe an organic reaction: reactants, conditions, products, and yield Starting materials: C(C)(=O)O (acetic acid), 4A, NC=1C=C(C=CC1N)C1=CC(=C(N)C=C1)N (3,3′-diaminobenzidine). Run in CC(=O)C (acetone). Yields the product C(C)(C)=N.NC=1C=C(C=CC1N)C1=CC(=C(N)C=C1)N (3,3′-diaminobenzidine monoisopropanimine), C(C)(C)=N.C(C)(C)=N.NC=1C=C(C=CC1N)C1=CC(=C(N)C=C1)N (3,3′-diaminobenzidine diisopropanimine). RXN SMILES: [NH2:1][C:2]1[CH:3]=[C:4]([C:9]2[CH:15]=[CH:14][C:12]([NH2:13])=[C:11]([NH2:16])[CH:10]=2)[CH:5]=[CH:6][C:7]=1[NH2:8].C(O)(=O)C>CC(C)=O>[C:2](=[NH:1])([CH3:3])[CH3:7].[NH2:1][C:2]1[CH:3]=[C:4]([C:9]2[CH:15]=[CH:14][C:12]([NH2:13])=[C:11]([NH2:16])[CH:10]=2)[CH:5]=[CH:6][C:7]=1[NH2:8].[C:2](=[NH:1])([CH3:3])[CH3:7].[C:2](=[NH:1])([CH3:3])[CH3:7].[NH2:1][C:2]1[CH:3]=[C:4]([C:9]2[CH:15]=[CH:14][C:12]([NH2:13])=[C:11]([NH2:16])[CH:10]=2)[CH:5]=[CH:6][C:7]=1[NH2:8] |f:3.4,5.6.7|. Procedure details: In a 200-ml flask equipped with a Soxhlet extractor including molecular sieves 4A as a dehydrating agent, a stirrer, a condenser and a thermometer were placed 21.4 g (100 mmol) of 3,3′-diaminobenzidine, 100 ml of acetone and 3.0 g (50 mmol) of acetic acid, followed by heating under reflux in a nitrogen atmosphere for 3 hours. After cooling to room temperature, acetone was removed under reduced pressure, and the residue was purified by silica gel chromatography to yield 16.5 g (65 mmol) of 3,3′-d... The reactants are C1CCOC1, CONC(=O)c1cc(N2CCC(NC(=O)c3[nH]c(C)c(Cl)c3Cl)CC2)nc(OCC2COC(C)(C)O2)n1, O=C(O)C(F)(F)F, [NH4+], [OH-], O. The product is CONC(=O)c1cc(N2CCC(NC(=O)c3[nH]c(C)c(Cl)c3Cl)CC2)nc(OCC(O)CO)n1. As a reaction SMILES: [CH2:47]1[O:48][CH2:49][CH2:50][CH2:51]1.[Cl:1][c:2]1[c:3]([C:9](=[O:10])[NH:11][CH:12]2[CH2:13][CH2:14][N:15]([c:18]3[cH:19][c:20]([C:33](=[O:34])[NH:35][O:36][CH3:37])[n:21][c:22]([O:24][CH2:25][CH:26]4[O:27][C:28]([CH3:31])([CH3:32])[O:29][CH2:30]4)[n:23]3)[CH2:16][CH2:17]2)[nH:4][c:5]([CH3:8])[c:6]1[Cl:7].[F:38][C:39]([F:40])([F:41])[C:42]([OH:43])=[O:44].[NH4+:45].[OH-:46].[OH2:52]>>[Cl:1][c:2]1[c:3]([C:9](=[O:10])[NH:11][CH:12]2[CH2:13][CH2:14][N:15]([c:18]3[cH:19][c:20]([C:33](=[O:34])[NH:35][O:36][CH3:37])[n:21][c:22]([O:24][CH2:25][CH:26]([OH:27])[CH2:30][OH:29])[n:23]3)[CH2:16][CH2:17]2)[nH:4][c:5]([CH3:8])[c:6]1[Cl:7]. Reaction SMILES: [ClH:1].[NH2:2][C:3]1[N:8]=[C:7]([NH2:9])[N:6]([O:10]CC2C=CC=CC=2)[C:5]([CH3:19])([CH3:18])[N:4]=1.O>C(O)C.[Pd]>[ClH:1].[NH2:2][C:3]1[N:8]=[C:7]([NH2:9])[N:6]([OH:10])[C:5]([CH3:19])([CH3:18])[N:4]=1 |f:0.1,5.6|. Yield: 69.4%. Procedure details: A solution of 10.0 grams (0.035 mole) of 4,6-diamino-1,2-dihydro-1-phenylmethoxy-2,2-dimethyl-1,3,5-triazine hydrochloride and 20 ml of water in 30 ml of ethanol was hydrogenated in the presence of 1.0 gram of 5% palladium on charcoal using a Parr hydrogenator. Upon completion of the uptake of the theoretical amount of hydrogen, the reaction mixture was filtered. The filtrate was concentrated under reduced pressure to a residual solid. The solid was recrystallized from ethanol, yielding 4.7 gram... Yields the product Cl.NC1=NC(N(C(=N1)N)O)(C)C (4,6-diamino-1,2-dihydro-1-hydroxy-2,2-dimethyl-1,3,5-triazine hydrochloride). Solvent: C(C)O (ethanol). Reagents/catalysts: [Pd] (palladium on charcoal). Reactants: Cl.NC1=NC(N(C(=N1)N)OCC1=CC=CC=C1)(C)C (4,6-diamino-1,2-dihydro-1-phenylmethoxy-2,2-dimethyl-1,3,5-triazine hydrochloride), O (water). The product is C(C)(C)(C)OC(=O)N1CCC(CC1)NC1=C(C=C(C=C1)Cl)CCC(=O)OCC (4-[4-Chloro-2-(2-ethoxycarbonyl-ethyl)-phenylamino]-piperidine-1-carboxylic acid tert-butyl ester). Procedure: 4-[4-Chloro-2-(2-ethoxycarbonyl-vinyl)-phenylamino]-piperidine-1-carboxylic acid tert-butyl ester (12.4 g, 30.4 mmol) in EtOAc (150 mL) containing PtO2 (1 g) was placed on a Parr hydrogenator at 60 psi H2. After 18 h the mixture was filtered through celite and evaporated to give a clear brown liquid. The liquid was purified by column chromatography (silica, 20-50% EtOAc/hexanes) to obtain 5.7 g (46%) of the title compound. TLC (silica, 25% EtOAc/hexanes): Rf=0.5. MS (electrospray): exact mass ca... Reaction SMILES: [C:1]([O:5][C:6]([N:8]1[CH2:13][CH2:12][CH:11]([NH:14][C:15]2[CH:20]=[CH:19][C:18]([Cl:21])=[CH:17][C:16]=2[CH:22]=[CH:23][C:24]([O:26][CH2:27][CH3:28])=[O:25])[CH2:10][CH2:9]1)=[O:7])([CH3:4])([CH3:3])[CH3:2]>CCOC(C)=O.O=[Pt]=O>[C:1]([O:5][C:6]([N:8]1[CH2:13][CH2:12][CH:11]([NH:14][C:15]2[CH:20]=[CH:19][C:18]([Cl:21])=[CH:17][C:16]=2[CH2:22][CH2:23][C:24]([O:26][CH2:27][CH3:28])=[O:25])[CH2:10][CH2:9]1)=[O:7])([CH3:4])([CH3:3])[CH3:2]. Reagents/catalysts: O=[Pt]=O (PtO2). The yield is 45.6%. Solvent: CCOC(=O)C (EtOAc). Starting materials: C(C)(C)(C)OC(=O)N1CCC(CC1)NC1=C(C=C(C=C1)Cl)C=CC(=O)OCC (4-[4-Chloro-2-(2-ethoxycarbonyl-vinyl)-phenylamino]-piperidine-1-carboxylic acid tert-butyl ester).